This data is from the Open Reaction Database (ORD), a public repository of structured organic reaction records. The task is: describe an organic reaction: reactants, conditions, products, and yield The reactants are C1CCOC1, CCN, ClCCl, O=C(Cl)c1ccc(I)cc1, O. Product: CCNC(=O)c1ccc(I)cc1. RXN SMILES: [CH2:15]1[O:16][CH2:17][CH2:18][CH2:19]1.[CH3:1][CH2:2][NH2:3].[Cl:20][CH2:21][Cl:22].[I:4][c:5]1[cH:6][cH:7][c:8]([C:9](=[O:10])[Cl:11])[cH:12][cH:13]1.[OH2:14]>>[CH3:1][CH2:2][NH:3][C:9]([c:8]1[cH:7][cH:6][c:5]([I:4])[cH:13][cH:12]1)=[O:10].